This data is from the Open Reaction Database (ORD), a public repository of structured organic reaction records. The task is: describe an organic reaction: reactants, conditions, products, and yield RXN SMILES: [CH2:1]([CH2:2][CH2:3][CH3:4])[O:5][CH2:6][CH2:7][O:8][c:9]1[cH:10][cH:11][c:12](-[c:15]2[cH:16][cH:17][c:18]3[c:19]([cH:52]2)[CH:20]=[C:21]([C:29](=[O:30])[NH:31][c:32]2[cH:33][c:34]4[c:35]([n:36]([CH3:49])[c:37]([S:39][CH2:40][c:41]5[cH:42][n:43][cH:44][n:45]5[CH2:46][CH2:47][CH3:48])[n:38]4)[cH:50][cH:51]2)[CH2:22][CH2:23][N:24]3[CH2:25][CH:26]([CH3:27])[CH3:28])[cH:13][cH:14]1.[CH3:64][S:65][CH3:66].[Cl:68][CH2:69][Cl:70].[OH2:67].[OH:53][O:54][C:55]([c:56]1[cH:57][c:58]([Cl:59])[cH:60][cH:61][cH:62]1)=[O:63]>>[CH2:1]([CH2:2][CH2:3][CH3:4])[O:5][CH2:6][CH2:7][O:8][c:9]1[cH:10][cH:11][c:12](-[c:15]2[cH:16][cH:17][c:18]3[c:19]([cH:52]2)[CH:20]=[C:21]([C:29](=[O:30])[NH:31][c:32]2[cH:33][c:34]4[c:35]([n:36]([CH3:49])[c:37]([S:39]([CH2:40][c:41]5[cH:42][n:43][cH:44][n:45]5[CH2:46][CH2:47][CH3:48])=[O:53])[n:38]4)[cH:50][cH:51]2)[CH2:22][CH2:23][N:24]3[CH2:25][CH:26]([CH3:27])[CH3:28])[cH:13][cH:14]1. The product is CCCCOCCOc1ccc(-c2ccc3c(c2)C=C(C(=O)Nc2ccc4c(c2)nc(S(=O)Cc2cncn2CCC)n4C)CCN3CC(C)C)cc1. The reactants are CCCCOCCOc1ccc(-c2ccc3c(c2)C=C(C(=O)Nc2ccc4c(c2)nc(SCc2cncn2CCC)n4C)CCN3CC(C)C)cc1, CSC, ClCCl, O, O=C(OO)c1cccc(Cl)c1. Starting materials: C(C)(C)(C)OC(=O)N1CCC(CC1)C1=CN=C2N1C=C(C=C2)Br (1-(t-Butoxycarbonyl)-4-(6-bromo-imidazo[1,2-a]pyridin-3-yl)-piperidine), C(CCC)[Sn](CC=C)(CCCC)CCCC (tributyl(allyl)tin). The reagents and catalysts are Cl[Pd]([P](C1=CC=CC=C1)(C2=CC=CC=C2)C3=CC=CC=C3)([P](C4=CC=CC=C4)(C5=CC=CC=C5)C6=CC=CC=C6)Cl (dichlorobis (triphenyl phosphine)-palladium(II)). The solvent is C1(=CC=CC=C1)C (toluene). Product: C(C)(C)(C)OC(=O)N1CCC(CC1)C1=CN=C2N1C=C(C=C2)CC=C (1-(t-Butoxycarbonyl)-4-(6-allyl-imidazo[1,2-a]pyridin-3-yl)-piperidine). Isolated yield 63.8%. As a reaction SMILES: [C:1]([O:5][C:6]([N:8]1[CH2:13][CH2:12][CH:11]([C:14]2[N:18]3[CH:19]=[C:20](Br)[CH:21]=[CH:22][C:17]3=[N:16][CH:15]=2)[CH2:10][CH2:9]1)=[O:7])([CH3:4])([CH3:3])[CH3:2].[CH2:24]([Sn](CCCC)(CCCC)CC=C)[CH2:25][CH2:26]C>C1(C)C=CC=CC=1.Cl[Pd](Cl)([P](C1C=CC=CC=1)(C1C=CC=CC=1)C1C=CC=CC=1)[P](C1C=CC=CC=1)(C1C=CC=CC=1)C1C=CC=CC=1>[C:1]([O:5][C:6]([N:8]1[CH2:13][CH2:12][CH:11]([C:14]2[N:18]3[CH:19]=[C:20]([CH2:26][CH:25]=[CH2:24])[CH:21]=[CH:22][C:17]3=[N:16][CH:15]=2)[CH2:10][CH2:9]1)=[O:7])([CH3:4])([CH3:3])[CH3:2] |^1:49,68|. Procedure details: To a solution of 89 mg of 1-(t-butoxycarbonyl)-4-(6-bromo-imidazo [1,2-a]pyridin-3-yl)-piperidine (from Example 274, Step A) and 158 mg tributyl(allyl)tin in 6 mL of toluene was added 5.0 mg of dichlorobis (triphenyl phosphine)-palladium(II). The mixture was refluxed for 8 hours. The reaction was cooled down to r.t. and partitioned between CH2Cl2 and water. Aqueous layer was extracted with CH2Cl2 (3×). The combined organic phase was washed with brine and dried over MgSO4. After concentration, th... Starting materials: CC1=CC=C(S1)C(=O)O (5-methyl-2-thiophenecarboxylic acid), O (water), BrN1C(CCC1=O)=O (N-bromosuccinimide), CCCCCC (n-hexane). The reagents and catalysts are C(C1=CC=CC=C1)(=O)OOC(C1=CC=CC=C1)=O (benzoyl peroxide). The solvent is C(Cl)(Cl)(Cl)Cl (carbon tetrachloride). Run at temperature 90 celsius, time 2 hour. Product: BrCC1=CC=C(S1)C(=O)O (5-bromomethyl-2-thiophenecarboxylic acid). Isolated yield 54.0%. As a reaction SMILES: [CH3:1][C:2]1[S:6][C:5]([C:7]([OH:9])=[O:8])=[CH:4][CH:3]=1.[Br:10]N1C(=O)CCC1=O.CCCCCC.O>C(Cl)(Cl)(Cl)Cl.C(OOC(=O)C1C=CC=CC=1)(=O)C1C=CC=CC=1>[Br:10][CH2:1][C:2]1[S:6][C:5]([C:7]([OH:9])=[O:8])=[CH:4][CH:3]=1. Procedure: In 840 ml of carbon tetrachloride were suspended 100 g of 5-methyl-2-thiophenecarboxylic acid, 125.2 g of N-bromosuccinimide and 7 g of benzoyl peroxide. The suspension was heated to 90° C. with vigorous agitation. After the reaction started, the reaction temperature was raised to 100° C. and agitation was continued for 2 hours at the same temperature. The reaction mixture was cooled to 0° C., and 500 ml of n-hexane was added thereto. Precipitated crystals were collected by filtration and washed... Starting materials: COC(=O)c1c(CBr)sc2c1c(=O)n(C)c(=O)n2CC(C)C, Cc1nc(Cl)c(Cl)[nH]1, [H-], [Na+], C1CCOC1, O. Product: COC(=O)c1c(Cn2c(C)nc(Cl)c2Cl)sc2c1c(=O)n(C)c(=O)n2CC(C)C. As a reaction SMILES: [Br:11][CH2:12][c:13]1[c:14]([C:29](=[O:30])[O:31][CH3:32])[c:15]2[c:16]([n:17]([CH2:24][CH:25]([CH3:26])[CH3:27])[c:18](=[O:23])[n:19]([CH3:22])[c:20]2=[O:21])[s:28]1.[Cl:1][c:2]1[n:3][c:4]([CH3:8])[nH:5][c:6]1[Cl:7].[H-:9].[Na+:10].[O:34]1[CH2:35][CH2:36][CH2:37][CH2:38]1.[OH2:33]>>[Cl:1][c:2]1[n:3][c:4]([CH3:8])[n:5]([CH2:12][c:13]2[c:14]([C:29](=[O:30])[O:31][CH3:32])[c:15]3[c:16]([n:17]([CH2:24][CH:25]([CH3:26])[CH3:27])[c:18](=[O:23])[n:19]([CH3:22])[c:20]3=[O:21])[s:28]2)[c:6]1[Cl:7]. Starting materials: O (water), BrC=1C(=C(C(=C2C1C(=O)OC2=O)Br)Br)Br (tetrabromophthalic anhydride), O (water), C(O)CN (ethanolamine). The solvent is C=1(C(=CC=CC1)C)C (xylene). Product: OCCN1C(C=2C(C1=O)=C(C(=C(C2Br)Br)Br)Br)=O (N-(2-hydroxyethyl) tetrabromophthalimide). As a reaction SMILES: [Br:1][C:2]1[C:3]([Br:15])=[C:4]([Br:14])[C:5]([Br:13])=[C:6]2[C:11](=[O:12])[O:10][C:8](=O)[C:7]=12.[CH2:16]([CH2:18][NH2:19])[OH:17].O>C1(C)C(C)=CC=CC=1>[OH:17][CH2:16][CH2:18][N:19]1[C:8](=[O:10])[C:7]2=[C:2]([Br:1])[C:3]([Br:15])=[C:4]([Br:14])[C:5]([Br:13])=[C:6]2[C:11]1=[O:12]. Reported procedure: To a suspension of 464 gm (1 mole) of tetrabromophthalic anhydride in 1.2 liters of xylene was added 61 gm (1 mole) of ethanolamine. The solution was heated and refluxed with a Dean-Stark water separator until the theoretical amount of water separated. The mixture was cooled, diluted with hexane, and filtered. The resulting 413 gm of an off-white solid was washed with hexane and dried at 100° C. This material is used as is for subsequent reactions without further purification. The reactants are CC[C@@]1(C2=C(COC1=O)C(=O)N3CC4=C(C3=C2)N=C5C=C6C(=CC5=C4)OCO6)O (10,11-methylenedioxycamptothecin), CC[C@@]1(C2=C(COC1=O)C(=O)N3CC=4C=C5C=C(C=CC5=NC4C3=C2)O)O (10-hydroxycamptothecin), CC[C@@]1(C2=C(COC1=O)C(=O)N3CC4=C(C3=C2)N=C5C=CC=C(C5=C4)[N+](=O)[O-])O (9-nitrocamptothecin), CC[C@@]1(C2=C(COC1=O)C(=O)N3CC4=C(C3=C2)N=C5C=C6C(=C(C5=C4)Cl)OCO6)O (9-chloro-10,11-methylene-dioxycamptothecin), CC[C@@]1(C2=C(COC1=O)C(=O)N3CC=4C=C5C(C=CC(=C5CN(C)C)O)=NC4C3=C2)O (topotecan), CC[C@@]1(C2=C(COC1=O)C(=O)N3CC=4C=C5C(=CC=CC5=NC4C3=C2)N)O (9-aminocamptothecin), 9-amino-10,11 methlenedioxycamptothecin. Product: CC[C@@]1(C2=C(COC1=O)C(=O)N3CC=4C=C5C=CC=CC5=NC4C3=C2)O (camptothecin). RXN SMILES: [CH3:1][CH2:2][C@@:3]1([OH:27])[C:8](=[O:9])[O:7][CH2:6][C:5]2[C:10]([N:12]3[C:24](=[CH:25][C:4]1=2)[C:23]1[N:22]=[C:21]2[C:16]([CH:17]=[C:18](O)[CH:19]=[CH:20]2)=[CH:15][C:14]=1[CH2:13]3)=[O:11].CC[C@@]1(O)C(=O)OCC2C(N3C(=CC1=2)C1N=C2C=CC(O)=C(CN(C)C)C2=CC=1C3)=O.CC[C@@]1(O)C(=O)OCC2C(N3C(=CC1=2)C1N=C2C(C(N)=CC=C2)=CC=1C3)=O.CC[C@@]1(O)C(=O)OCC2C(N3C(=CC1=2)C1N=C2C(=CC=1C3)C([N+]([O-])=O)=CC=C2)=O.CC[C@@]1(O)C(=O)OCC2C(N3C(=CC1=2)C1N=C2C(=CC=1C3)C=C1OCOC1=C2)=O.CC[C@@]1(O)C(=O)OCC2C(N3C(=CC1=2)C1N=C2C(=CC=1C3)C(Cl)=C1OCOC1=C2)=O>>[CH3:1][CH2:2][C@@:3]1([OH:27])[C:8](=[O:9])[O:7][CH2:6][C:5]2[C:10]([N:12]3[C:24](=[CH:25][C:4]1=2)[C:23]1[N:22]=[C:21]2[C:16]([CH:17]=[CH:18][CH:19]=[CH:20]2)=[CH:15][C:14]=1[CH2:13]3)=[O:11]. Procedure details: 10-hydroxycamptothecin; topotecan; 9-aminocamptothecin; 9-nitrocamptothecin; 10,11-methylenedioxycamptothecin; 9-amino-10,11 methlenedioxycamptothecin; 9-chloro-10,11-methylene-dioxycamptothecin; and mixtures thereof. Reactants: BrC1=NC2=C(N1[C@H]1[C@H](OC(C)=O)[C@H](OC(C)=O)[C@H](O1)COC(C)=O)C=C(C(=C2)Cl)Cl (2-Bromo-5,6-dichloro-1-(2,3,5-tri-O-acetyl-β-D-ribofuranosyl)benzimidazole), CC(=O)[O-].[K+] (KOAc), CC(=O)O (AcOH). Run in CO.O (MeOH H2O). Run at time 24 hour. The product is C(C)(=O)OC[C@@H]1[C@H]([C@H]([C@@H](O1)N1C(=NC2=C1C=C(C(=C2)Cl)Cl)Br)O)O (1-(5-O-Acetyl-β-D-ribofuranosyl)-2-bromo-5,6-dichlorobenzimidazole). As a reaction SMILES: [Br:1][C:2]1[N:6]([C@@H:7]2[O:19][C@H:18]([CH2:20][O:21][C:22](=[O:24])[CH3:23])[C@@H:13]([O:14]C(=O)C)[C@H:8]2[O:9]C(=O)C)[C:5]2[CH:25]=[C:26]([Cl:30])[C:27]([Cl:29])=[CH:28][C:4]=2[N:3]=1.CC([O-])=O.[K+].CC(O)=O>CO.O>[C:22]([O:21][CH2:20][C@H:18]1[O:19][C@@H:7]([N:6]2[C:5]3[CH:25]=[C:26]([Cl:30])[C:27]([Cl:29])=[CH:28][C:4]=3[N:3]=[C:2]2[Br:1])[C@H:8]([OH:9])[C@@H:13]1[OH:14])(=[O:24])[CH3:23] |f:1.2,4.5|. Reported procedure: A mixture of 52a (1.048 g, 2.0 mmol) and KOAc (0.98 g, 10.0 mmol) in MeOH/H2O (40 mL/4 mL) was stirred at room temperature for 24 hr. AcOH (0.572 mL, 10.0 mmol) was added and stirring was continued at room temperature for 15 min. The reaction mixture was evaporated and the residue was partitioned between EtOAc/H2O (75 mL/75 mL). The EtOAc layer was washed with sat. NaCl solution (75 mL), dried (Na2SO4), and evaporated. The residue was chromatographed on a silica column (1.9×24 cm, eluted with CH...